This data is from the Open Reaction Database (ORD), a public repository of structured organic reaction records. The task is: describe an organic reaction: reactants, conditions, products, and yield Reactants: O=C(CBr)c1ccc(Br)cc1, O=C([O-])[O-], CC1=C(C)C(=O)C(C(CCCCCC(=O)O)c2ccccc2)=C(C)C1=O, CC(C)=O, [K+], [K+]. Product: CC1=C(C)C(=O)C(C(CCCCCC(=O)OCC(=O)c2ccc(Br)cc2)c2ccccc2)=C(C)C1=O. Reaction SMILES: [Br:27][c:28]1[cH:29][cH:30][c:31]([C:32]([CH2:33][Br:34])=[O:35])[cH:36][cH:37]1.[C:38](=[O:39])([O-:40])[O-:41].[CH3:1][C:2]1=[C:3]([CH:12]([CH2:13][CH2:14][CH2:15][CH2:16][CH2:17][C:18](=[O:19])[OH:20])[c:21]2[cH:22][cH:23][cH:24][cH:25][cH:26]2)[C:4](=[O:11])[C:5]([CH3:10])=[C:6]([CH3:9])[C:7]1=[O:8].[CH3:44][C:45](=[O:46])[CH3:47].[K+:42].[K+:43]>>[CH3:1][C:2]1=[C:3]([CH:12]([CH2:13][CH2:14][CH2:15][CH2:16][CH2:17][C:18](=[O:19])[O:20][CH2:33][C:32]([c:31]2[cH:30][cH:29][c:28]([Br:27])[cH:37][cH:36]2)=[O:35])[c:21]2[cH:22][cH:23][cH:24][cH:25][cH:26]2)[C:4](=[O:11])[C:5]([CH3:10])=[C:6]([CH3:9])[C:7]1=[O:8]. Starting materials: FC=1C=C2C(=C(/C(/C2=CC1)=C/C1=CC=C(C=C1)SC)C)C(C)N(O)C1OCCCC1 ((Z)-5-Fluoro-2-methyl-1-(4-methylthiobenzylidene)-3-[1-((tetrahydropyran-2-yl)-hydroxamino)ethyl]indene), [C@@]12(C(=O)CC(CC1)C2(C)C)CS(=O)(=O)O ((1R)-(-)-10-camphorsulfonic acid). The solvent is CO (methanol). Product: FC=1C=C2C(=C(/C(/C2=CC1)=C/C1=CC=C(C=C1)SC)C)C(C)NO ((Z)-5-Fluoro-3-(1-hydroxaminoethyl)-2-methyl-1-(4-methylthiobenzylidene)indene). RXN SMILES: [F:1][C:2]1[CH:3]=[C:4]2[C:8](=[CH:9][CH:10]=1)/[C:7](=[CH:11]\[C:12]1[CH:17]=[CH:16][C:15]([S:18][CH3:19])=[CH:14][CH:13]=1)/[C:6]([CH3:20])=[C:5]2[CH:21]([N:23](C1CCCCO1)[OH:24])[CH3:22].[C@@]12(CS(O)(=O)=O)C(C)(C)C(CC1)CC2=O>CO>[F:1][C:2]1[CH:3]=[C:4]2[C:8](=[CH:9][CH:10]=1)/[C:7](=[CH:11]\[C:12]1[CH:17]=[CH:16][C:15]([S:18][CH3:19])=[CH:14][CH:13]=1)/[C:6]([CH3:20])=[C:5]2[CH:21]([NH:23][OH:24])[CH3:22]. Reported procedure: The amine intermediate from Step 2 was heated to 50° C. in methanol (20 mL) containing (1R)-(-)-10-camphorsulfonic acid (200 mg) for 18 hours. After quenching with brine the mixture was extracted with ether (100 mL). The crude material was chromatographed on silica gel eluting with a 1:5 mixture of ethyl acetate-hexane to collect the least polar of the two main components of the mixture. This afforded the title compound as a yellow filmy residue which was taken into the next step.